This data is from the Open Reaction Database (ORD), a public repository of structured organic reaction records. The task is: describe an organic reaction: reactants, conditions, products, and yield Starting materials: CO (methanol), C(Cl)(Cl)Cl (chloroform), C1-C4 aliphatic alcohol, C(Cl)(Cl)Cl (chloroform), C(Cl)(Cl)Cl (chloroform), C1=C(C=CC2=CC=CC=C12)O (β-naphthol), alkali metal hydroxide, C(Cl)(Cl)Cl (chloroform), C(C)O (ethanol). The reagents and catalysts are C(Cl)(Cl)Cl (chloroform). Solvent: O (water). Yields the product alkali metal salt, OC1=C(C2=CC=CC=C2C=C1)C=O (2-hydroxy-1-naphthaldehyde). As a reaction SMILES: [CH:1]1[C:10]2[C:5](=[CH:6][CH:7]=[CH:8][CH:9]=2)[CH:4]=[CH:3][C:2]=1[OH:11].CO.[CH2:14]([OH:16])C.C(Cl)(Cl)Cl>O.C(Cl)(Cl)Cl>[OH:11][C:2]1[CH:3]=[CH:4][C:5]2[C:10](=[CH:9][CH:8]=[CH:7][CH:6]=2)[C:1]=1[CH:14]=[O:16]. Procedure: In step (a), β-naphthol is preferably first added to an aqueous alcoholic alkaline medium, for instance a solution of an alkali metal hydroxide in a mixture of water and a C1-C4 aliphatic alcohol, especially methanol or ethanol, at an elevated temperature preferably at a temperature within the range of 70°-100° C. To the resulting pale brown emulsion, the chloroform reactant is then added slowly -- preferably dropwise -- at an elevated temperature, preferably 70°-100° C. After the addition of a ... Reactants: CC(C)(C)OC(=O)C1CC(S(=O)(=O)c2ccccc2)C(c2ccccc2F)N1C(=O)CNC(=O)Nc1cccc(CC(=O)OCc2ccccc2)c1, CCO. Yields the product CC(C)(C)OC(=O)C1CC(S(=O)(=O)c2ccccc2)C(c2ccccc2F)N1C(=O)CNC(=O)Nc1cccc(CC(=O)O)c1. RXN SMILES: [C:1]([CH3:2])([CH3:3])([CH3:4])[O:5][C:6](=[O:7])[CH:8]1[N:9]([C:29]([CH2:30][NH:31][C:32]([NH:33][c:34]2[cH:35][c:36]([CH2:40][C:41](=[O:42])[O:43][CH2:44][c:45]3[cH:46][cH:47][cH:48][cH:49][cH:50]3)[cH:37][cH:38][cH:39]2)=[O:51])=[O:52])[CH:10]([c:22]2[c:23]([F:28])[cH:24][cH:25][cH:26][cH:27]2)[CH:11]([S:13](=[O:14])(=[O:15])[c:16]2[cH:17][cH:18][cH:19][cH:20][cH:21]2)[CH2:12]1.[CH3:53][CH2:54][OH:55]>>[C:1]([CH3:2])([CH3:3])([CH3:4])[O:5][C:6](=[O:7])[CH:8]1[N:9]([C:29]([CH2:30][NH:31][C:32]([NH:33][c:34]2[cH:35][c:36]([CH2:40][C:41](=[O:42])[OH:43])[cH:37][cH:38][cH:39]2)=[O:51])=[O:52])[CH:10]([c:22]2[c:23]([F:28])[cH:24][cH:25][cH:26][cH:27]2)[CH:11]([S:13](=[O:14])(=[O:15])[c:16]2[cH:17][cH:18][cH:19][cH:20][cH:21]2)[CH2:12]1. Starting materials: [OH-].[Na+] (sodium hydroxide), Cl.ClC=1C=C(C=CC1)NN (3-chlorophenylhydrazine hydrochloride), C(C)(=O)O (acetic acid), ClC1=CC=C2C(=C(N(C2=C1)C)C(=O)OCC)C(C(=O)OCC)=O (ethyl 6-chloro-2-(ethoxycarbonyl)-1-methyl-α-oxo-1H-indole-3-acetate). Solvent: O (water), O (water). Run at time 30 minute. Product: ClC=1C=CC=2C3=C(N(C2C1)C)C(N(N=C3C(=O)OCC)C3=CC(=CC=C3)Cl)=O (Ethyl 7-chloro-3-(3-chlorophenyl)-5-methyl-4-oxo-3,5-dihydro-4H-pyridazino[4,5-b]indole-1-carboxylate). Isolated yield 89.1%. Reaction SMILES: Cl.[Cl:2][C:3]1[CH:4]=[C:5]([NH:9][NH2:10])[CH:6]=[CH:7][CH:8]=1.[OH-].[Na+].C(O)(=O)C.[Cl:17][C:18]1[CH:26]=[C:25]2[C:21]([C:22]([C:33](=O)[C:34]([O:36][CH2:37][CH3:38])=[O:35])=[C:23]([C:28](OCC)=[O:29])[N:24]2[CH3:27])=[CH:20][CH:19]=1>O>[Cl:17][C:18]1[CH:19]=[CH:20][C:21]2[C:22]3[C:33]([C:34]([O:36][CH2:37][CH3:38])=[O:35])=[N:10][N:9]([C:5]4[CH:6]=[CH:7][CH:8]=[C:3]([Cl:2])[CH:4]=4)[C:28](=[O:29])[C:23]=3[N:24]([CH3:27])[C:25]=2[CH:26]=1 |f:0.1,2.3|. Procedure details: 7.0 g (39.1 mmol) of 3-chlorophenylhydrazine hydrochloride are dissolved in 50 ml of water and 5 ml of a 35% sodium hydroxide solution. Extraction is carried out with diethyl ether. The organic phase is dried over sodium sulphate, filtered and concentrated under reduced pressure. An oil is obtained, to which are added 100 ml of acetic acid and 4.0 g (12.35 mmol) of ethyl 6-chloro-2-(ethoxycarbonyl)-1-methyl-α-oxo-1H-indole-3-acetate. The reaction mixture is stirred for 30 min at room temperature... The reactants are BrC=1N=C(NC1CO)CC (4-Bromo-2-ethyl-5-(hydroxymethyl)imidazole). The reagents and catalysts are [O-2].[O-2].[Mn+4] (manganese dioxide). Solvent: CN(C=O)C (dimethylformamide). Run at time 5 hour. Product: BrC1=C(N=C(N1)CC)C=O (5-bromo-2-ethylimidazole-4-carbaldehyde). The yield is 68.9%. As a reaction SMILES: [Br:1][C:2]1[N:3]=[C:4]([CH2:9][CH3:10])[NH:5][C:6]=1[CH2:7][OH:8]>CN(C)C=O.[O-2].[O-2].[Mn+4]>[Br:1][C:2]1[NH:3][C:4]([CH2:9][CH3:10])=[N:5][C:6]=1[CH:7]=[O:8] |f:2.3.4|. Reported procedure: 4-Bromo-2-ethyl-5-(hydroxymethyl)imidazole (18.9 g) was dissolved in dry dimethylformamide (189 ml), and manganese dioxide (80.1 g) was added. The mixture was stirred at room temperature for 5 hr and left standing overnight. The reaction mixture was filtered through celite and insoluble matter was washed with chloroform. The filtrate and washing were combined and concentrated to dryness under reduced pressure. The residue was washed with water to give 5-bromo-2-ethylimidazole-4-carbaldehyde (12.... Reactants: C(C)(=O)C=1C=NC2=CC=C(C=C2C1N[C@@H]1CC[C@H](CC1)NC(OC(C)(C)C)=O)Br (tert-butyl trans-4-(3-acetyl-6-bromoquinolin-4-ylamino)cyclohexylcarbamate), ClC1=C(C(=CC(=C1)B1OC(C(O1)(C)C)(C)C)Cl)O (2,6-dichloro-4-(4,4,5,5-tetramethyl-1,3,2-dioxaborolan-2-yl)phenol). Product: C(C)(=O)C=1C=NC2=CC=C(C=C2C1N[C@@H]1CC[C@H](CC1)NC(OC(C)(C)C)=O)C1=CC(=C(C(=C1)Cl)O)Cl (tert-Butyl trans-4-[3-acetyl-6-(3,5-dichloro-4-hydroxyphenyl)quinolin-4-ylamino]cyclohexylcarbamate). Yield: 97.1%. Reaction SMILES: [C:1]([C:4]1[CH:5]=[N:6][C:7]2[C:12]([C:13]=1[NH:14][C@H:15]1[CH2:20][CH2:19][C@H:18]([NH:21][C:22](=[O:28])[O:23][C:24]([CH3:27])([CH3:26])[CH3:25])[CH2:17][CH2:16]1)=[CH:11][C:10](Br)=[CH:9][CH:8]=2)(=[O:3])[CH3:2].[Cl:30][C:31]1[CH:36]=[C:35](B2OC(C)(C)C(C)(C)O2)[CH:34]=[C:33]([Cl:46])[C:32]=1[OH:47]>>[C:1]([C:4]1[CH:5]=[N:6][C:7]2[C:12]([C:13]=1[NH:14][C@H:15]1[CH2:20][CH2:19][C@H:18]([NH:21][C:22](=[O:28])[O:23][C:24]([CH3:27])([CH3:26])[CH3:25])[CH2:17][CH2:16]1)=[CH:11][C:10]([C:35]1[CH:36]=[C:31]([Cl:30])[C:32]([OH:47])=[C:33]([Cl:46])[CH:34]=1)=[CH:9][CH:8]=2)(=[O:3])[CH3:2]. Reported procedure: Following general procedure D, tert-butyl trans-4-(3-acetyl-6-bromoquinolin-4-ylamino)cyclohexylcarbamate (40 mg, 0.087 mmol) was reacted with 2,6-dichloro-4-(4,4,5,5-tetramethyl-1,3,2-dioxaborolan-2-yl)phenol (50 mg, 0.195 mmol) to afford the crude product (46 mg) as a yellow solid: ESI MS m/z 544 [C28H31Cl2N3O4+H]+. Reactants: N#Cc1cc(N)ccc1N1CCC(CCO)CC1, O=C(O)c1cc2ccccc2o1. Product: N#Cc1cc(NC(=O)c2cc3ccccc3o2)ccc1N1CCC(CCO)CC1. RXN SMILES: [NH2:13][c:14]1[cH:15][cH:16][c:17]([N:22]2[CH2:23][CH2:24][CH:25]([CH2:28][CH2:29][OH:30])[CH2:26][CH2:27]2)[c:18]([C:19]#[N:20])[cH:21]1.[o:1]1[c:2]2[c:3]([cH:4][c:5]1[C:6](=[O:7])[OH:8])[cH:9][cH:10][cH:11][cH:12]2>>[o:1]1[c:2]2[c:3]([cH:4][c:5]1[C:6](=[O:8])[NH:13][c:14]1[cH:15][cH:16][c:17]([N:22]3[CH2:23][CH2:24][CH:25]([CH2:28][CH2:29][OH:30])[CH2:26][CH2:27]3)[c:18]([C:19]#[N:20])[cH:21]1)[cH:9][cH:10][cH:11][cH:12]2. Reactants: C1(=CC=CC=C1)C=1C=NC2=CC=CC=C2C1 (3-phenylquinoline), Cl (hydrochloric acid), alcohol, [Na] (sodium). Run in O (water). The product is C1(=CC=CC=C1)C1CNC2=CC=CC=C2C1 (1,2,3,4-tetrahydro-3-phenylquinoline). As a reaction SMILES: [C:1]1([C:7]2[CH:8]=[N:9][C:10]3[C:15]([CH:16]=2)=[CH:14][CH:13]=[CH:12][CH:11]=3)[CH:6]=[CH:5][CH:4]=[CH:3][CH:2]=1.[Na].Cl>O>[C:1]1([CH:7]2[CH2:16][C:15]3[C:10](=[CH:11][CH:12]=[CH:13][CH:14]=3)[NH:9][CH2:8]2)[CH:2]=[CH:3][CH:4]=[CH:5][CH:6]=1 |^1:16|. Procedure: 3-phenylquinoline (0.5 g) was dissolved in refluxing absolute alcohol (25 ml) and sodium metal (0.28 g) was added portionwise over 30 min. The reaction mixture was then refluxed for 3 hr. The cooled reaction mixture was diluted with water and acidified with conc. hydrochloric acid, the ethanol was removed in vacuo. The reaction mixture was basified with 10M sodium hydroxide solution and extracted with chloroform (2×100 ml). The chloroform extract was dried (magnesium sulphate), decolorised with ...